Dataset: the Open Reaction Database (ORD), a public repository of structured organic reaction records. Task: describe an organic reaction: reactants, conditions, products, and yield The reactants are CC1CN(Cc2ccccc2)CCC1=O, C1CCOC1, CCCCCC, CCOC(C)=O. Product: CC1(C)CN(Cc2ccccc2)CCC1=O. Reaction SMILES: [CH2:1]([c:2]1[cH:3][cH:4][cH:5][cH:6][cH:7]1)[N:8]1[CH2:9][CH:10]([CH3:15])[C:11](=[O:14])[CH2:12][CH2:13]1.[CH2:28]1[O:29][CH2:30][CH2:31][CH2:32]1.[CH3:16][CH2:17][CH2:18][CH2:19][CH2:20][CH3:21].[CH3:22][CH2:23][O:24][C:25]([CH3:26])=[O:27]>>[CH2:1]([c:2]1[cH:3][cH:4][cH:5][cH:6][cH:7]1)[N:8]1[CH2:9][C:10]([CH3:15])([CH3:16])[C:11](=[O:14])[CH2:12][CH2:13]1. Starting materials: COC1=C(C=C(C=C1)OC)SC=1NC2=NC=NC(=C2N1)N (8-(2,5-dimethoxy-phenylsulfanyl)-9H-purin-6-ylamine), BrCCC1=CC(=CC=C1)[N+](=O)[O-] (1-(2-bromo-ethyl)-3-nitro-benzene). Product: COC1=C(C=C(C=C1)OC)SC=1N(C2=NC=NC(=C2N1)N)CCC1=CC(=CC=C1)[N+](=O)[O-] (8-(2,5-Dimethoxy-phenylsulfanyl)-9-[2-(3-nitro-phenyl)-ethyl]-9H-purin-6-ylamine). Reaction SMILES: [CH3:1][O:2][C:3]1[CH:8]=[CH:7][C:6]([O:9][CH3:10])=[CH:5][C:4]=1[S:11][C:12]1[NH:13][C:14]2[C:19]([N:20]=1)=[C:18]([NH2:21])[N:17]=[CH:16][N:15]=2.Br[CH2:23][CH2:24][C:25]1[CH:30]=[CH:29][CH:28]=[C:27]([N+:31]([O-:33])=[O:32])[CH:26]=1>>[CH3:1][O:2][C:3]1[CH:8]=[CH:7][C:6]([O:9][CH3:10])=[CH:5][C:4]=1[S:11][C:12]1[N:13]([CH2:23][CH2:24][C:25]2[CH:30]=[CH:29][CH:28]=[C:27]([N+:31]([O-:33])=[O:32])[CH:26]=2)[C:14]2[C:19]([N:20]=1)=[C:18]([NH2:21])[N:17]=[CH:16][N:15]=2. Procedure: The title compound was prepared from 8-(2,5-dimethoxy-phenylsulfanyl)-9H-purin-6-ylamine and 1-(2-bromo-ethyl)-3-nitro-benzene by a procedure similar to examples 1 and 2. The compound was purified by preparative HPLC. 1H NMR (DMSO-d6) δ 8.28 (s, 1H), 7.96 (dd, J=8.0, 1.3 Hz, 1H), 7.53-7.42 (m, 2H), 7.07-7.03 (m, 1H), 7.00 (d, J=9.0 Hz, 1H), 6.87 (dd, J=3.1, 9.0 Hz, 1H), 6.53 (d, J=2.8 Hz, 1H), 4.60 (t, J=6.9 Hz, 2H), 3.71 (s, 3H), 3.62 (s, 3H), 3.33 (t, J=6.9 Hz, 2H); LC-MS [M+H]+ 453.13. Reactants: NC1=C(C(=CC=C1)Cl)S(=O)(=O)N (2-amino-6-chlorobenzenesulfonamide), C(=O)(Cl)Cl (phosgene), C(C)(C)N=C=S (isopropyl isothiocyanate), NC1=C(C(=CC=C1)Cl)S(=O)(=O)NC(=S)NC(C)C (N-(2-amino-6-chlorobenzenesulfonyl)-N′-isopropylthiourea). Product: ClC1=CC=CC=2NC(=NS(C21)(=O)=O)NC(C)C (8-Chloro-3-isopropylamino-4H-1,2,4-benzothiadiazine 1,1-dioxide). Reaction SMILES: NC1C=CC=C(Cl)C=1S(N)(=O)=O.C(N=C=S)(C)C.[NH2:19][C:20]1[CH:25]=[CH:24][CH:23]=[C:22]([Cl:26])[C:21]=1[S:27]([NH:30][C:31]([NH:33][CH:34]([CH3:36])[CH3:35])=S)(=[O:29])=[O:28].C(Cl)(Cl)=O>>[Cl:26][C:22]1[C:21]2[S:27](=[O:29])(=[O:28])[N:30]=[C:31]([NH:33][CH:34]([CH3:36])[CH3:35])[NH:19][C:20]=2[CH:25]=[CH:24][CH:23]=1. Reported procedure: Starting from 2-amino-6-chlorobenzenesulfonamide and isopropyl isothiocyanate, and following a procedure analogous to the one described in Example 4a, N-(2-amino-6-chlorobenzenesulfonyl)-N′-isopropylthiourea was prepared; m.p. 144-146° C. Subsequent ring closure with phosgene by a procedure analogous to the one described in Example 4b gave the title compound; m.p. 273-275° C. Starting materials: O=C([O-])[O-], COC(CBr)OC, CS(C)=O, CCOC(C)=O, [Cs+], [Cs+], Ic1ccc2[nH]ncc2c1, O. As a reaction SMILES: [C:18](=[O:19])([O-:20])[O-:21].[CH3:11][O:12][CH:13]([CH2:14][Br:15])[O:16][CH3:17].[CH3:24][S:25]([CH3:26])=[O:27].[CH3:29][CH2:30][O:31][C:32]([CH3:33])=[O:34].[Cs+:22].[Cs+:23].[I:1][c:2]1[cH:3][c:4]2[cH:5][n:6][nH:7][c:8]2[cH:9][cH:10]1.[OH2:28]>>[I:1][c:2]1[cH:3][c:4]2[cH:5][n:6][n:7]([CH2:14][CH:13]([O:12][CH3:11])[O:16][CH3:17])[c:8]2[cH:9][cH:10]1. The product is COC(Cn1ncc2cc(I)ccc21)OC. Starting materials: COC(=O)C=1C=2C(C=C(NC2C(=CC1)F)C(=O)OCC)=O (8-Fluoro-4-oxo-1,4-dihydro-2,5-quinolinedicarboxylic acid 2-ethyl 5-methyl ester). Run in Cl (HCl). Conditions: temperature 100 celsius. Product: FC1=CC=C(C=2C(C=C(NC12)C(=O)O)=O)C(=O)O (8-Fluoro-4-oxo-1,4-dihydro-2,5-quinolinedicarboxylic acid). As a reaction SMILES: C[O:2][C:3]([C:5]1[C:6]2[C:7](=[O:21])[CH:8]=[C:9]([C:16]([O:18]CC)=[O:17])[NH:10][C:11]=2[C:12]([F:15])=[CH:13][CH:14]=1)=[O:4]>Cl>[F:15][C:12]1[C:11]2[NH:10][C:9]([C:16]([OH:18])=[O:17])=[CH:8][C:7](=[O:21])[C:6]=2[C:5]([C:3]([OH:4])=[O:2])=[CH:14][CH:13]=1. Reported procedure: To a 2 N aqueous HCl (200 mL) solution was added 34 (10.0 g, 34.1 mmol). The reaction mixture was heated at 100° C. for 18 h and then cooled to room temperature. The resulting precipitate was filtered and dried under vacuum at 60° C. for 18 h to afford an off-white solid (35, 8.11 g, 94.7%). 1H NMR (DMSO-d6, 300 MHz) δ ?7.65 (t, J=8.2, 1H), 7.39-7.43 (m, 1H), 6.93 (s, 1H).